The task is: describe an organic reaction: reactants, conditions, products, and yield. This data is from the Open Reaction Database (ORD), a public repository of structured organic reaction records. Reactants: C(C1=CC=CC=C1)OC=1C=C2C(=C(N(C(C2=CC1)=O)CC(C)C)CCl)C1=CC=C(C=C1)F (6-benzyloxy-3-chloromethyl-4-(4-fluorophenyl)-2-isobutyl-1(2H)-isoquinolinone), C1(C=2C(C(N1)=O)=CC=CC2)=O.[K] (potassium phthalimide), O (water). Solvent: CN(C=O)C (N,N-dimethylformamide). Yields the product C(C1=CC=CC=C1)OC=1C=C2C(=C(N(C(C2=CC1)=O)CC(C)C)CN1C(C2=CC=CC=C2C1=O)=O)C1=CC=C(C=C1)F (2-[[6-benzyloxy-4-(4-fluorophenyl)-2-isobutyl-1-oxo-1,2-dihydro-3-isoquinolinyl]methyl]-1H-isoindole-1,3(2H)-dione). Isolated yield 87.1%. Reaction SMILES: [CH2:1]([O:8][C:9]1[CH:10]=[C:11]2[C:16](=[CH:17][CH:18]=1)[C:15](=[O:19])[N:14]([CH2:20][CH:21]([CH3:23])[CH3:22])[C:13]([CH2:24]Cl)=[C:12]2[C:26]1[CH:31]=[CH:30][C:29]([F:32])=[CH:28][CH:27]=1)[C:2]1[CH:7]=[CH:6][CH:5]=[CH:4][CH:3]=1.[C:33]1(=[O:43])[NH:37][C:36](=[O:38])[C:35]2=[CH:39][CH:40]=[CH:41][CH:42]=[C:34]12.[K].O>CN(C)C=O>[CH2:1]([O:8][C:9]1[CH:10]=[C:11]2[C:16](=[CH:17][CH:18]=1)[C:15](=[O:19])[N:14]([CH2:20][CH:21]([CH3:23])[CH3:22])[C:13]([CH2:24][N:37]1[C:33](=[O:43])[C:34]3[C:35](=[CH:39][CH:40]=[CH:41][CH:42]=3)[C:36]1=[O:38])=[C:12]2[C:26]1[CH:31]=[CH:30][C:29]([F:32])=[CH:28][CH:27]=1)[C:2]1[CH:7]=[CH:6][CH:5]=[CH:4][CH:3]=1 |f:1.2,^1:43|. Procedure details: A solution of 6-benzyloxy-3-chloromethyl-4-(4-fluorophenyl)-2-isobutyl-1(2H)-isoquinolinone (3.15 g, 7 mmol) and potassium phthalimide (1.94 g, 10.5 mmol) in N,N-dimethylformamide (100 mL) was stirred at room temperature for 6 h. The reaction mixture was poured into water and extracted with ethyl acetate. After washing the extract with water, the extract was dried over anhydrous magnesium sulfate and concentrated under reduced pressure. The residue was crystallized from ethyl acetate-diisopropyl... RXN SMILES: COC([N:5]1[C:11]2[CH:12]=[CH:13][CH:14]=[CH:15][C:10]=2[C:9]([O:16][CH3:17])=[CH:8][C:7]2[CH:18]=[CH:19][CH:20]=[CH:21][C:6]1=2)=O.[OH-].[Na+]>O>[CH3:17][O:16][C:9]1[C:10]2[CH:15]=[CH:14][CH:13]=[CH:12][C:11]=2[NH:5][C:6]2[CH:21]=[CH:20][CH:19]=[CH:18][C:7]=2[CH:8]=1 |f:1.2|. Procedure details: A mixture of 10-methoxy-dibenzo[b,f]azepine-5-carboxylic acid methyl ester (19 g, 67.5 mmol), poly (ethylene glycol) 200 (20 ml) and sodium hydroxide solution 50% (13 ml, 246 mmol) is heated to 100° C. for 4hours. Water (30 ml) is added and the suspension is cooled to 20° C. and filtered. The filter cake is washed with water and dried at 60° C./30 mbar to yield 147 g of pure title compound (98%). The yield is 975.4%. Reactants: COC(=O)N1C2=C(C=C(C3=C1C=CC=C3)OC)C=CC=C2 (10-methoxy-dibenzo[b,f]azepine-5-carboxylic acid methyl ester), poly (ethylene glycol), [OH-].[Na+] (sodium hydroxide). Run in O (Water). Reaction conditions: temperature 100 celsius. The product is COC1=CC2=C(NC3=C1C=CC=C3)C=CC=C2 (10-Methoxy-5H-dibenzo[b,f]azepine). The reactants are CC(C)(C)OOC(C)(C)C, ClCCl, CS(=O)(=O)Nc1cccc(C=C2c3ccccc3CS(=O)c3ccccc32)c1. Yields the product CS(=O)(=O)Nc1cccc(C=C2c3ccccc3CS(=O)(=O)c3ccccc32)c1. RXN SMILES: [C:29]([O:33][O:30][C:31]([CH3:32])([CH3:34])[CH3:35])([CH3:36])([CH3:37])[CH3:38].[CH2:39]([Cl:40])[Cl:41].[O:1]=[S:2]1[CH2:3][c:4]2[c:5]([cH:25][cH:26][cH:27][cH:28]2)[C:6](=[CH:13][c:14]2[cH:15][c:16]([NH:20][S:21](=[O:22])(=[O:23])[CH3:24])[cH:17][cH:18][cH:19]2)[c:7]2[c:8]1[cH:9][cH:10][cH:11][cH:12]2>>[O:1]=[S:2]1(=[O:33])[CH2:3][c:4]2[c:5]([cH:25][cH:26][cH:27][cH:28]2)[C:6](=[CH:13][c:14]2[cH:15][c:16]([NH:20][S:21](=[O:22])(=[O:23])[CH3:24])[cH:17][cH:18][cH:19]2)[c:7]2[c:8]1[cH:9][cH:10][cH:11][cH:12]2. The product is CSc1ccc(C=O)n1-c1ncccc1Cl. As a reaction SMILES: [C:18](=[O:19])([O-:20])[O-:21].[CH3:16][I:17].[CH3:24][N:25]([CH3:26])[CH:27]=[O:28].[Cl:1][c:2]1[c:3](-[n:8]2[c:9]([CH:14]=[O:15])[cH:10][cH:11][c:12]2[SH:13])[n:4][cH:5][cH:6][cH:7]1.[K+:22].[K+:23].[OH2:29]>>[Cl:1][c:2]1[c:3](-[n:8]2[c:9]([CH:14]=[O:15])[cH:10][cH:11][c:12]2[S:13][CH3:18])[n:4][cH:5][cH:6][cH:7]1. The reactants are O=C([O-])[O-], CI, CN(C)C=O, O=Cc1ccc(S)n1-c1ncccc1Cl, [K+], [K+], O. The reactants are C(C=C)N=C=O (allyl isocyanate), C(C)O[SiH](OCC)OCC (triethoxysilane). Run in CC=1C=CC(=CC1)C (p-xylene). Product: N(=C=O)CCC[Si](OCC)(OCC)OCC (3-isocyanatopropyltriethoxysilane). Yield: 71.8%. Reaction SMILES: [CH2:1]([N:4]=[C:5]=[O:6])[CH:2]=[CH2:3].[CH2:7]([O:9][SiH:10]([O:14][CH2:15][CH3:16])[O:11][CH2:12][CH3:13])[CH3:8]>CC1C=CC(C)=CC=1>[N:4]([CH2:1][CH2:2][CH2:3][Si:10]([O:14][CH2:15][CH3:16])([O:11][CH2:12][CH3:13])[O:9][CH2:7][CH3:8])=[C:5]=[O:6]. Reported procedure: In analogy to Example 6, a reaction mixture consisting of 640 g of p-xylene, 680 g (8.17 mol) of allyl isocyanate and 1250 g (7.6 mol) of triethoxysilane was reacted at from 76° to 92° C. over the course of 150 minutes. Working up by distillation gave 1350 g of 3-isocyanatopropyltriethoxysilane in addition to the trimer. The reactants are CN(CCO)CCO, [Na+], [OH-], CCCCCCCCOS(=O)(=O)[O-]. Product: CCCCCCCCOCCN(C)CCO. Reaction SMILES: [CH3:14][N:15]([CH2:16][CH2:17][OH:18])[CH2:19][CH2:20][OH:21].[Na+:23].[OH-:22].[S:1]([O-:2])(=[O:3])([O:4][CH2:5][CH2:6][CH2:7][CH2:8][CH2:9][CH2:10][CH2:11][CH3:12])=[O:13]>>[O:4]([CH2:5][CH2:6][CH2:7][CH2:8][CH2:9][CH2:10][CH2:11][CH3:12])[CH2:20][CH2:19][N:15]([CH3:14])[CH2:16][CH2:17][OH:18]. The reactants are solid, Cl.O1COC2=C1C=CC=C2C2CCN(CC2)CC[C@@H]2CC[C@H](CC2)N (Trans-4-[2-(4-Benzo[1,3]dioxol-4-yl-piperidin-1-yl)-ethyl]-cyclohexylamine hydrochloride), Cl.O1COC2=C1C=CC=C2C2CCN(CC2)CC[C@@H]2CC[C@H](CC2)N (Trans-4-[2-(4-Benzo[1,3]dioxol-4-yl-piperidin-1-yl)-ethyl]-cyclohexylamine hydrochloride), O1CCC(CC1)CC(=O)O (2-(tetrahydro-2H-pyran-4-yl)acetic acid). Yields the product O1COC2=C1C=CC=C2C2CCN(CC2)CC[C@@H]2CC[C@H](CC2)NC(CC2CCOCC2)=O (Trans-N-{4-[2-(4-Benzo[1,3]dioxol-4-yl-piperidin-1-yl)-ethyl]-cyclohexyl}-2-(tetrahydro-pyran-4-yl)-acetamide). RXN SMILES: Cl.[O:2]1[C:6]2[CH:7]=[CH:8][CH:9]=[C:10]([CH:11]3[CH2:16][CH2:15][N:14]([CH2:17][CH2:18][C@H:19]4[CH2:24][CH2:23][C@H:22]([NH2:25])[CH2:21][CH2:20]4)[CH2:13][CH2:12]3)[C:5]=2[O:4][CH2:3]1.[O:26]1[CH2:31][CH2:30][CH:29]([CH2:32][C:33](O)=[O:34])[CH2:28][CH2:27]1>>[O:2]1[C:6]2[CH:7]=[CH:8][CH:9]=[C:10]([CH:11]3[CH2:16][CH2:15][N:14]([CH2:17][CH2:18][C@H:19]4[CH2:20][CH2:21][C@H:22]([NH:25][C:33](=[O:34])[CH2:32][CH:29]5[CH2:30][CH2:31][O:26][CH2:27][CH2:28]5)[CH2:23][CH2:24]4)[CH2:13][CH2:12]3)[C:5]=2[O:4][CH2:3]1 |f:0.1|. Procedure details: The title compound, white solid (29.3 mg, 78.5%), MS (ISP) m/z=457.3 [(M+H)+], was prepared in accordance with the general method of example 1 from Trans-4-[2-(4-Benzo[1,3]dioxol-4-yl-piperidin-1-yl)-ethyl]-cyclohexylamine hydrochloride (intermediate A) (30 mg, 0.0818 mmol) and 2-(tetrahydro-2H-pyran-4-yl)acetic acid. The reactants are COC(C1=C(C=C(C=C1)CBr)C1=C(C=CC=C1)C)=O (4-bromomethyl-2-(2-methylphenyl)benzoic acid methyl ester), C(CCC)NC1=NN=NN1C1=CC=CC=C1 (N-Butyl-N-(1-phenyltetrazol-5-yl)amine). Product: COC(C1=C(C(=CC=C1)CNC1N(N=NN1C1=CC=CC=C1)CCCC)C1=C(C=CC=C1)C)=O (4-N-Butyl-N-(1-phenyltetrazol-5-yl)aminomethyl-2-(2-methylphenyl)benzoic acid methyl ester). Reaction SMILES: [CH3:1][O:2][C:3](=[O:19])[C:4]1[CH:9]=[CH:8][C:7](CBr)=[CH:6][C:5]=1[C:12]1[CH:17]=[CH:16][CH:15]=[CH:14][C:13]=1[CH3:18].[CH2:20]([NH:24][C:25]1[N:29]([C:30]2[CH:35]=[CH:34][CH:33]=[CH:32][CH:31]=2)[N:28]=[N:27][N:26]=1)CCC>>[CH3:1][O:2][C:3](=[O:19])[C:4]1[CH:9]=[CH:8][CH:7]=[C:6]([CH2:20][NH:24][CH:25]2[N:29]([C:30]3[CH:31]=[CH:32][CH:33]=[CH:34][CH:35]=3)[N:28]=[N:27][N:26]2[CH2:3][CH2:4][CH2:5][CH3:6])[C:5]=1[C:12]1[CH:17]=[CH:16][CH:15]=[CH:14][C:13]=1[CH3:18]. Procedure: The desired compound was prepared according to the method of Example 1174B starting with 4-bromomethyl-2-(2-methylphenyl)benzoic acid methyl ester, prepared as in Example 1178A-D, and the compound from Example 1180A. The product is Cc1c(Cc2sccc2S(=O)(=O)c2cccs2)c2cc(F)ccc2n1CC(=O)O. Reactants: COC(=O)Cn1c(C)c(Cc2sccc2S(=O)(=O)c2cccs2)c2cc(F)ccc21, Cl, [Li+], C1CCOC1, [OH-], O. Reaction SMILES: [CH3:1][O:2][C:3]([CH2:4][n:5]1[c:6]([CH3:29])[c:7]([CH2:15][c:16]2[s:17][cH:18][cH:19][c:20]2[S:21](=[O:22])(=[O:23])[c:24]2[s:25][cH:26][cH:27][cH:28]2)[c:8]2[cH:9][c:10]([F:14])[cH:11][cH:12][c:13]12)=[O:30].[ClH:38].[Li+:36].[O:31]1[CH2:32][CH2:33][CH2:34][CH2:35]1.[OH-:37].[OH2:39]>>[O:2]=[C:3]([CH2:4][n:5]1[c:6]([CH3:29])[c:7]([CH2:15][c:16]2[s:17][cH:18][cH:19][c:20]2[S:21](=[O:22])(=[O:23])[c:24]2[s:25][cH:26][cH:27][cH:28]2)[c:8]2[cH:9][c:10]([F:14])[cH:11][cH:12][c:13]12)[OH:30]. The reactants are CC(=O)Nc1cccc(O)c1, O=C=NS(=O)(=O)Cl, O, NS(=O)(=O)Cl. Product: CC(=O)Nc1cccc(OS(N)(=O)=O)c1. Reaction SMILES: [C:1]([CH3:2])(=[O:3])[NH:4][c:5]1[cH:6][c:7]([OH:11])[cH:8][cH:9][cH:10]1.[Cl:17][S:18]([N:19]=[C:20]=[O:21])(=[O:22])=[O:23].[OH2:24].[S:12]([NH2:13])(=[O:14])(=[O:15])[Cl:16]>>[C:1]([CH3:2])(=[O:3])[NH:4][c:5]1[cH:6][c:7]([O:11][S:12]([NH2:13])(=[O:14])=[O:15])[cH:8][cH:9][cH:10]1.